Task: describe an organic reaction: reactants, conditions, products, and yield. Dataset: the Open Reaction Database (ORD), a public repository of structured organic reaction records Starting materials: O[C@]1(C[C@@H](CCC1)C)CNC(=O)C=1C=2C=CC(=NC2C=CC1Cl)Cl (2,6-dichloro-quinoline-5-carboxylic acid ((1R,3R)-1-hydroxy-3methyl-cyclohexylmethyl)-amide), CCN(C(C)C)C(C)C (DIPEA), OC(C)(C)[C@@H]1CNCC1 ((S)-3-(1-hydroxy-1-methyl-ethyl)-pyrrolidine). The product is O[C@]1(C[C@@H](CCC1)C)CNC(=O)C=1C=2C=CC(=NC2C=CC1Cl)N1C[C@H](CC1)C(C)(C)O (6-Chloro-2-((S)-3-(1-hydroxy-1-methyl-ethyl)-pyrrolidin-1-yl)-quinoline-5-carboxylic acid ((1R,3R)-1-hydroxy-3-methyl-cyclohexylmethyl)-amide). RXN SMILES: [OH:1][C@:2]1([CH2:9][NH:10][C:11]([C:13]2[C:14]3[CH:15]=[CH:16][C:17](Cl)=[N:18][C:19]=3[CH:20]=[CH:21][C:22]=2[Cl:23])=[O:12])[CH2:7][CH2:6][CH2:5][C@@H:4]([CH3:8])[CH2:3]1.CCN(C(C)C)C(C)C.[OH:34][C:35]([C@H:38]1[CH2:42][CH2:41][NH:40][CH2:39]1)([CH3:37])[CH3:36]>>[OH:1][C@:2]1([CH2:9][NH:10][C:11]([C:13]2[C:14]3[CH:15]=[CH:16][C:17]([N:40]4[CH2:41][CH2:42][C@H:38]([C:35]([OH:34])([CH3:37])[CH3:36])[CH2:39]4)=[N:18][C:19]=3[CH:20]=[CH:21][C:22]=2[Cl:23])=[O:12])[CH2:7][CH2:6][CH2:5][C@@H:4]([CH3:8])[CH2:3]1. Procedure: The title compound was synthesized according to the procedure described in example 1 using 2,6-dichloro-quinoline-5-carboxylic acid ((1R,3R)-1-hydroxy-3methyl-cyclohexylmethyl)-amide, DIPEA and (S)-3-(1-hydroxy-1-methyl-ethyl)-pyrrolidine. 1H NMR (400 MHz, DMSO-d6) δ ppm 8.75 (1H), 7.85 (m, 1H), 7.58 (2H), 7.05 (1H), 4.40 (s, 1H), 4.14 (s, 1H), 3.74 (m, 1H), 3.65 (m, 1H), 3.36 (m, 2H), 3.28 (m, 2H), 2.44 (m, 2H), 2.06 (m, 2H), 1.85 (m, 2H), 1.74-1.76 (m, 5H), 1.15 (m, 6H), 1.03 (m, 1H), 0.83 (d,... The reactants are [O-]CC.[Na+] (sodium ethoxide), C(C)O (ethanol), NC1=C(C(=NN1C1=C(C=C(C=C1Cl)C(F)(F)F)Cl)C=NO)S(=O)C (5-amino-1-[2,6-dichloro-4-(trifluoromethyl)phenyl]-4-methylsulfinyl-1H-pyrazole-3-carboxaldehyde oxime), C(C)O (ethanol). Conditions: temperature 20 celsius, time 8 hour. Yields the product C(C)(C)ON=CC1=NN(C(=C1S(=O)C)N)C1=C(C=C(C=C1Cl)C(F)(F)F)Cl (5-amino-1-[2,6-dichloro-4-(trifluoromethyl)phenyl]-4-methylsulfinyl-1H-pyrazole-3-carboxaldehyde O-(isopropyl)oxime). As a reaction SMILES: [O-:1][CH2:2][CH3:3].[Na+].[NH2:5][C:6]1[N:10]([C:11]2[C:16]([Cl:17])=[CH:15][C:14]([C:18]([F:21])([F:20])[F:19])=[CH:13][C:12]=2[Cl:22])[N:9]=[C:8]([CH:23]=[N:24]O)[C:7]=1[S:26]([CH3:28])=[O:27].[CH2:29](O)C>>[CH:2]([O:1][N:24]=[CH:23][C:8]1[C:7]([S:26]([CH3:28])=[O:27])=[C:6]([NH2:5])[N:10]([C:11]2[C:16]([Cl:17])=[CH:15][C:14]([C:18]([F:21])([F:20])[F:19])=[CH:13][C:12]=2[Cl:22])[N:9]=1)([CH3:29])[CH3:3] |f:0.1|. Procedure: A suspension of sodium ethoxide (0.34 g) in ethanol was added to a stirred solution of 5-amino-1-[2,6-dichloro-4-(trifluoromethyl)phenyl]-4-methylsulfinyl-1H-pyrazole-3-carboxaldehyde oxime (2.0 g) in ethanol. 2-lodopropane (1 ml) was then added and the mixture stirred overnight at 20° C. and evaporated. The residue (in dichloromethane) was water-washed, dried (magnesium sulfate), concentrated and purified by chromatography on silica gel to give 5-amino-1-[2,6-dichloro-4-(trifluoromethyl)phenyl]...